Dataset: the Open Reaction Database (ORD), a public repository of structured organic reaction records. Task: describe an organic reaction: reactants, conditions, products, and yield Reactants: C(C)(=O)O[C@@H]1C[C@H]2CC[C@H]3C4=CC[C@H](C(C)=O)[C@]4(CC[C@@H]3[C@]2(CC1)C)C (3β-acetoxy-5β-pregn-14-en-20-one), p-toluensulphonyl hydrazide, C(#N)[BH3-].[Na+] (sodium cyanoborohydride). The reagents and catalysts are [I-].[Zn+2].[I-] (zinc iodide). Run in CO (MeOH), CC(=O)O (AcOH). The product is C(C)(=O)O[C@@H]1C[C@H]2CC[C@H]3C4=CC[C@H](CC)[C@]4(CC[C@@H]3[C@]2(CC1)C)C (3β-acetoxy-5β-pregn-14-ene). Isolated yield 69.1%. Reaction SMILES: [C:1]([O:4][C@H:5]1[CH2:24][CH2:23][C@@:22]2([CH3:25])[C@H:7]([CH2:8][CH2:9][C@@H:10]3[C@@H:21]2[CH2:20][CH2:19][C@@:18]2([CH3:26])[C:11]3=[CH:12][CH2:13][C@@H:14]2[C:15](=O)[CH3:16])[CH2:6]1)(=[O:3])[CH3:2].C([BH3-])#N.[Na+]>CC(O)=O.CO.[I-].[Zn+2].[I-]>[C:1]([O:4][C@H:5]1[CH2:24][CH2:23][C@@:22]2([CH3:25])[C@H:7]([CH2:8][CH2:9][C@@H:10]3[C@@H:21]2[CH2:20][CH2:19][C@@:18]2([CH3:26])[C:11]3=[CH:12][CH2:13][C@@H:14]2[CH2:15][CH3:16])[CH2:6]1)(=[O:3])[CH3:2] |f:1.2,5.6.7|. Reported procedure: A solution of 27.4 g of 3β-acetoxy-5β-pregn-14-en-20-one (Bach, G. et al, Can J. Chem. 1968, 46, 733) and p-toluensulphonyl hydrazide (17.1 g) in AcOH (50 mL) was stirred at room temp. for 4 hrs. The solvent was evaporated to dryness under reduced pressure; the residue obtained was dissolved in MeOH (600 mL) and zinc iodide (3.0 g) was added. To this solution sodium cyanoborohydride (14.4 g) was added portionwise and the temperature was raised to the boiling point of the reaction mixture. After ...